Dataset: the Open Reaction Database (ORD), a public repository of structured organic reaction records. Task: describe an organic reaction: reactants, conditions, products, and yield Starting materials: BrC1=CC=C(CBr)C=C1 (p-Bromobenzyl bromide), CS(=O)O[Na] (MeSO2Na). Run in C(C)O (Ethanol). Product: CS(=O)(=O)CC1=CC=C(C=C1)Br (4-bromobenzyl methyl sulfone). Reaction SMILES: [Br:1][C:2]1[CH:9]=[CH:8][C:5]([CH2:6]Br)=[CH:4][CH:3]=1.[CH3:10][S:11]([O:13][Na])=[O:12]>C(O)C>[CH3:10][S:11]([CH2:6][C:5]1[CH:8]=[CH:9][C:2]([Br:1])=[CH:3][CH:4]=1)(=[O:13])=[O:12]. Reported procedure: p-Bromobenzyl bromide (500 mg, 2 mmol) was refluxed with MeSO2Na (306 mg, 3 mmol) in Ethanol for 1 hour. The reaction was cooled, concentrated and purified by flash column (50% acetone/hexanes) to give the desired product. Reactants: CO, CCOC(=O)c1[nH]c2cnccc2c1-c1ccc(N)cc1, N. Product: NC(=O)c1[nH]c2cnccc2c1-c1ccc(N)cc1. RXN SMILES: [CH3:23][OH:24].[NH2:1][c:2]1[cH:3][cH:4][c:5](-[c:8]2[c:9]([C:17]([O:19][CH2:18][CH3:20])=[O:21])[nH:10][c:11]3[cH:12][n:13][cH:14][cH:15][c:16]23)[cH:6][cH:7]1.[NH3:22]>>[NH2:1][c:2]1[cH:3][cH:4][c:5](-[c:8]2[c:9]([C:17](=[O:19])[NH2:22])[nH:10][c:11]3[cH:12][n:13][cH:14][cH:15][c:16]23)[cH:6][cH:7]1.